From a dataset of the Open Reaction Database (ORD), a public repository of structured organic reaction records. describe an organic reaction: reactants, conditions, products, and yield The reactants are CC1=C(OC(C(=O)OC)C)C=CC=C1[N+](=O)[O-] (Methyl 2-(2-methyl-3-nitrophenoxy)propanoate), BrC(C(=O)OC)C (methyl 2-bromopropanoate). Reagents/catalysts: [Ni] (Raney nickel). Run in C(C)O (ethanol). Yields the product CC1=C(OC(C(=O)OC)C)C=CC=C1N (methyl 2-(2-methyl-3-aminophenoxy)propanoate). As a reaction SMILES: [CH3:1][C:2]1[C:14]([N+:15]([O-])=O)=[CH:13][CH:12]=[CH:11][C:3]=1[O:4][CH:5]([CH3:10])[C:6]([O:8][CH3:9])=[O:7].BrC(C)C(OC)=O>C(O)C.[Ni]>[CH3:1][C:2]1[C:14]([NH2:15])=[CH:13][CH:12]=[CH:11][C:3]=1[O:4][CH:5]([CH3:10])[C:6]([O:8][CH3:9])=[O:7]. Reported procedure: Methyl 2-(2-methyl-3-nitrophenoxy)propanoate (8.2 g, 40 mmole), prepared by the method of Example 1 using methyl 2-bromopropanoate, was hydrogenated in 250 ml of ethanol using 1.0 g of Raney nickel. After reduction was complete, insolubles were removed by filtration and the filtrate concentrated in vacuo. The resultant solid (7.7 g) was used in further reactions without further characterization. The reactants are CCOc1cc(C(=O)OC)cc(C(=O)OC)c1, CO, [Na+], [OH-]. Yields the product CCOc1cc(C(=O)O)cc(C(=O)OC)c1. As a reaction SMILES: [CH3:1][O:2][C:3]([c:4]1[cH:5][c:6]([C:7](=[O:8])[O:9][CH3:10])[cH:11][c:12]([O:14][CH2:15][CH3:16])[cH:13]1)=[O:17].[CH3:20][OH:21].[Na+:19].[OH-:18]>>[CH3:1][O:2][C:3]([c:4]1[cH:5][c:6]([C:7](=[O:8])[OH:9])[cH:11][c:12]([O:14][CH2:15][CH3:16])[cH:13]1)=[O:17]. Starting materials: C(C1=CC=CC=C1)(=O)N1CS(C[C@H]1C(=O)OCOC)(=O)=O (methoxymethyl (4R)-3-benzoyl-1,1-dioxothiazolidine-4-carboxylate). Run in FC(C(=O)O)(F)F (trifluoroacetic acid), O (water). Conditions: time 1 hour. The product is C(C1=CC=CC=C1)(=O)N1CS(C[C@H]1C(=O)O)(=O)=O ((4R)-3-Benzoyl-1,1-dioxothiazolidine-4-carboxylic acid). Isolated yield 80.3%. Reaction SMILES: [C:1]([N:9]1[C@H:13]([C:14]([O:16]COC)=[O:15])[CH2:12][S:11](=[O:21])(=[O:20])[CH2:10]1)(=[O:8])[C:2]1[CH:7]=[CH:6][CH:5]=[CH:4][CH:3]=1>FC(F)(F)C(O)=O.O>[C:1]([N:9]1[C@H:13]([C:14]([OH:16])=[O:15])[CH2:12][S:11](=[O:20])(=[O:21])[CH2:10]1)(=[O:8])[C:2]1[CH:3]=[CH:4][CH:5]=[CH:6][CH:7]=1. Procedure: 31.3 g of methoxymethyl (4R)-3-benzoyl-1,1-dioxothiazolidine-4-carboxylate (prepared as described in Preparation 11) were dissolved in 200 ml of a 1:1 by volume mixture of trifluoroacetic acid and water, and then the mixture was stirred at room temperature for 1 hour. The reaction mixture was then concentrated by evaporation under reduced pressure to leave crystals. These crystals were washed with 150 ml of water and then recrystallized from ethyl acetate to give 21.6 g (80.3%) of the title comp... The reactants are CC(C)=O, CC(=O)O, C=CCC1CCCCC1, [K+], O=[Mn](=O)(=O)[O-], O=N[O-], [Na+], O, O=S(=O)(O)O. The product is O=C(CO)CC1CCCCC1. Reaction SMILES: [CH3:26][C:27](=[O:28])[CH3:29].[CH3:30][C:31](=[O:32])[OH:33].[CH:1]1([CH2:7][CH:8]=[CH2:9])[CH2:2][CH2:3][CH2:4][CH2:5][CH2:6]1.[K+:15].[Mn:10](=[O:11])([O-:12])(=[O:13])=[O:14].[N:16]([O-:17])=[O:18].[Na+:19].[OH2:25].[S:20](=[O:21])(=[O:22])([OH:23])[OH:24]>>[CH:1]1([CH2:7][C:8]([CH2:9][OH:25])=[O:11])[CH2:2][CH2:3][CH2:4][CH2:5][CH2:6]1. The reactants are C(C)OC(=O)C=1C(=NC2=CC=C(C=C2C1C1=CC=CC=C1)Cl)Cl (2,6-dichloro-4-phenyl-quinoline-3-carboxylic acid ethyl ester), N1CCCCC1 (piperidine). The product is C(C)OC(=O)C=1C(=NC2=CC=C(C=C2C1C1=CC=CC=C1)Cl)N1CCCCC1 (6-Chloro-4-phenyl-2-piperidin-1-yl-quinoline-3-carboxylic acid ethyl ester). RXN SMILES: [CH2:1]([O:3][C:4]([C:6]1[C:7](Cl)=[N:8][C:9]2[C:14]([C:15]=1[C:16]1[CH:21]=[CH:20][CH:19]=[CH:18][CH:17]=1)=[CH:13][C:12]([Cl:22])=[CH:11][CH:10]=2)=[O:5])[CH3:2].[NH:24]1[CH2:29][CH2:28][CH2:27][CH2:26][CH2:25]1>>[CH2:1]([O:3][C:4]([C:6]1[C:7]([N:24]2[CH2:29][CH2:28][CH2:27][CH2:26][CH2:25]2)=[N:8][C:9]2[C:14]([C:15]=1[C:16]1[CH:21]=[CH:20][CH:19]=[CH:18][CH:17]=1)=[CH:13][C:12]([Cl:22])=[CH:11][CH:10]=2)=[O:5])[CH3:2]. Reported procedure: The title compound was prepared in analogy to example 12 step A from 2,6-dichloro-4-phenyl-quinoline-3-carboxylic acid ethyl ester (prepared as described in example 11 step B) and piperidine. Reactants: C(C)(=O)SCN1C(N2N(CCCC2C(=O)OC)C1=O)=O (methyl 2-acetylthiomethyl-2,3,5,6,7,8-hexahydro-1,3-dioxo-1H-1,2,4-triazolo[1,2-a]pyridazine-5-carboxylate). Run in C(C)(=O)OCC.CCCCCC (ethyl acetate hexane). Product: SCN1C(N2N(CCCC2C(=O)O)C1=O)=O (2,3,5,6,7,8-hexahydro-2-mercaptomethyl-1,3-dioxo-1H-1,2,4-triazolo[1,2-a]pyridazine-5-carboxylic acid). The yield is 29.0%. RXN SMILES: C([S:4][CH2:5][N:6]1[C:18](=[O:19])[N:9]2[CH2:10][CH2:11][CH2:12][CH:13]([C:14]([O:16]C)=[O:15])[N:8]2[C:7]1=[O:20])(=O)C>C(OCC)(=O)C.CCCCCC>[SH:4][CH2:5][N:6]1[C:18](=[O:19])[N:9]2[CH2:10][CH2:11][CH2:12][CH:13]([C:14]([OH:16])=[O:15])[N:8]2[C:7]1=[O:20] |f:1.2|. Procedure details: In a manner analogous to that described in Example 32, from methyl 2-acetylthiomethyl-2,3,5,6,7,8-hexahydro-1,3-dioxo-1H-1,2,4-triazolo[1,2-a]pyridazine-5-carboxylate there was obtained in 29% yield 2,3,5,6,7,8-hexahydro-2-mercaptomethyl-1,3-dioxo-1H-1,2,4-triazolo[1,2-a]pyridazine-5-carboxylic acid of melting point 157.5°-158.5° C. (from ethyl acetate/hexane).